From a dataset of the Open Reaction Database (ORD), a public repository of structured organic reaction records. describe an organic reaction: reactants, conditions, products, and yield Starting materials: NN, O, O=S(=O)(Cl)c1ccccc1. The product is NNS(=O)(=O)c1ccccc1. Reaction SMILES: [NH2:12][NH2:13].[OH2:11].[c:1]1([S:7](=[O:8])(=[O:9])[Cl:10])[cH:2][cH:3][cH:4][cH:5][cH:6]1>>[c:1]1([S:7](=[O:8])(=[O:9])[NH:12][NH2:13])[cH:2][cH:3][cH:4][cH:5][cH:6]1. Reactants: CI, COCCOC, [Cl-], [H-], [NH4+], [Na+], O=c1oc2ccc(O)cc2s1. The product is COc1ccc2oc(=O)sc2c1. Reaction SMILES: [CH3:14][I:15].[CH3:18][O:19][CH2:20][CH2:21][O:22][CH3:23].[Cl-:16].[H-:1].[NH4+:17].[Na+:2].[OH:3][c:4]1[cH:5][cH:6][c:7]2[c:8]([s:9][c:10](=[O:12])[o:11]2)[cH:13]1>>[O:3]([c:4]1[cH:5][cH:6][c:7]2[c:8]([s:9][c:10](=[O:12])[o:11]2)[cH:13]1)[CH3:14].